This data is from the Open Reaction Database (ORD), a public repository of structured organic reaction records. The task is: describe an organic reaction: reactants, conditions, products, and yield Starting materials: CCN=C=NCCCN(C)C, CCN(C(C)C)C(C)C, Cl, Fc1ccc(F)c(OC2CCNCC2)c1, Nc1cccnc1, CN(C)C=O, O, On1nnc2ccccc21, O=C(O)CNC(=O)c1cn(-c2cccnc2)nn1. Yields the product O=C(NCC(=O)N1CCC(Oc2cc(F)ccc2F)CC1)c1cn(-c2cccnc2)nn1. As a reaction SMILES: [CH3:45][CH2:46][N:47]=[C:48]=[N:49][CH2:50][CH2:51][CH2:52][N:53]([CH3:54])[CH3:55].[CH:1]([N:2]([CH2:3][CH3:4])[CH:5]([CH3:6])[CH3:7])([CH3:8])[CH3:9].[ClH:56].[F:57][c:58]1[c:59]([O:60][CH:61]2[CH2:62][CH2:63][NH:64][CH2:65][CH2:66]2)[cH:67][c:68]([F:71])[cH:69][cH:70]1.[NH2:28][c:29]1[cH:30][n:31][cH:32][cH:33][cH:34]1.[O:72]=[CH:73][N:74]([CH3:75])[CH3:76].[OH2:77].[OH:35][n:36]1[c:37]2[c:38]([cH:39][cH:40][cH:41][cH:42]2)[n:43][n:44]1.[n:10]1[cH:11][c:12](-[n:16]2[n:17][n:18][c:19]([C:21](=[O:22])[NH:23][CH2:24][C:25](=[O:26])[OH:27])[cH:20]2)[cH:13][cH:14][cH:15]1>>[n:10]1[cH:11][c:12](-[n:16]2[n:17][n:18][c:19]([C:21](=[O:22])[NH:23][CH2:24][C:25](=[O:27])[N:64]3[CH2:63][CH2:62][CH:61]([O:60][c:59]4[c:58]([F:57])[cH:70][cH:69][c:68]([F:71])[cH:67]4)[CH2:66][CH2:65]3)[cH:20]2)[cH:13][cH:14][cH:15]1. Reactants: COc1cccc(OC2CC(C(O)C(Cc3cc(F)cc(F)c3)NC(C)=O)N(C(=O)OC(C)(C)C)C2)c1, Cl, C1COCCO1. The product is Cl, COc1cccc(OC2CNC(C(O)C(Cc3cc(F)cc(F)c3)NC(C)=O)C2)c1. RXN SMILES: [C:1]([O:2][C:3](=[O:4])[N:8]1[CH:9]([CH:22]([CH:23]([CH2:24][c:25]2[cH:26][c:27]([F:32])[cH:28][c:29]([F:31])[cH:30]2)[NH:33][C:34]([CH3:35])=[O:36])[OH:37])[CH2:10][CH:11]([O:13][c:14]2[cH:15][c:16]([O:20][CH3:21])[cH:17][cH:18][cH:19]2)[CH2:12]1)([CH3:5])([CH3:6])[CH3:7].[ClH:38].[O:39]1[CH2:40][CH2:41][O:42][CH2:43][CH2:44]1>>[ClH:38].[NH:8]1[CH:9]([CH:22]([CH:23]([CH2:24][c:25]2[cH:26][c:27]([F:32])[cH:28][c:29]([F:31])[cH:30]2)[NH:33][C:34]([CH3:35])=[O:36])[OH:37])[CH2:10][CH:11]([O:13][c:14]2[cH:15][c:16]([O:20][CH3:21])[cH:17][cH:18][cH:19]2)[CH2:12]1. Starting materials: N1=C(C=CC=C1)N(C(=O)C=1C=CC2=C(N=C(S2)CNC2=CC=C(C=C2)C#N)C1)CCC(=O)OC (2-[N-(4-cyanophenyl)aminomethyl]benzothiazol-5-yl-carboxylic acid-N-(2-pyridyl)-N-(2-methoxycarbonylethyl)amide), Cl (hydrochloric acid), CO (methanol), C([O-])([O-])=O.[NH4+].[NH4+] (ammonium carbonate), C25H24N6O3S. Reagents/catalysts: C(C)(=O)O (acetic acid). Solvent: C(Cl)Cl.C(C)O (methylene chloride ethanol). Product: Cl.Cl.N1=C(C=CC=C1)N(C(=O)C=1C=CC2=C(N=C(S2)CNC2=CC=C(C=C2)C(N)=N)C1)CCC(=O)OC (2-[N-(4-amidinophenyl)aminomethyl]benzothiazol-5-yl-carboxylic acid-N-(2-pyridyl)-N-(2-methoxycarbonylethyl)amide dihydrochloride). The yield is 68.0%. As a reaction SMILES: [N:1]1[CH:6]=[CH:5][CH:4]=[CH:3][C:2]=1[N:7]([CH2:29][CH2:30][C:31]([O:33][CH3:34])=[O:32])[C:8]([C:10]1[CH:11]=[CH:12][C:13]2[S:17][C:16]([CH2:18][NH:19][C:20]3[CH:25]=[CH:24][C:23]([C:26]#[N:27])=[CH:22][CH:21]=3)=[N:15][C:14]=2[CH:28]=1)=[O:9].[ClH:35].CO.C(=O)([O-])[O-].[NH4+:42].[NH4+]>C(O)(=O)C.C(Cl)Cl.C(O)C>[ClH:35].[ClH:35].[N:1]1[CH:6]=[CH:5][CH:4]=[CH:3][C:2]=1[N:7]([CH2:29][CH2:30][C:31]([O:33][CH3:34])=[O:32])[C:8]([C:10]1[CH:11]=[CH:12][C:13]2[S:17][C:16]([CH2:18][NH:19][C:20]3[CH:25]=[CH:24][C:23]([C:26](=[NH:42])[NH2:27])=[CH:22][CH:21]=3)=[N:15][C:14]=2[CH:28]=1)=[O:9] |f:3.4.5,7.8,9.10.11|. Procedure details: Prepared analogously to Example 9 from 2-[N-(4-cyanophenyl)aminomethyl]benzothiazol-5-yl-carboxylic acid-N-(2-pyridyl)-N-(2-methoxycarbonylethyl)amide, methanolic hydrochloric acid, methanol, and ammonium carbonate. Yield: 68% of theory, C25H24N6O3S (488.57); Rf value: 0.13 (silica gel; methylene chloride/ethanol=4:1+a few drops of acetic acid); EKA mass spectrum: (M+H)+=489. Reactants: F[B-](F)(F)F, O=C(O)C(C(=O)OCc1ccccc1)c1ccccc1, COc1ccc(NCCc2ccc(C(F)(F)F)cc2)cc1OC, CN(C)C=O, CN(C)C(On1nnc2ccccc21)=[N+](C)C. Yields the product COc1ccc(N(CCc2ccc(C(F)(F)F)cc2)C(=O)C(C(=O)OCc2ccccc2)c2ccccc2)cc1OC. RXN SMILES: [B-:44]([F:45])([F:46])([F:47])[F:48].[CH2:24]([c:25]1[cH:26][cH:27][cH:28][cH:29][cH:30]1)[O:31][C:32]([CH:33]([C:34](=[O:35])[OH:36])[c:37]1[cH:38][cH:39][cH:40][cH:41][cH:42]1)=[O:43].[CH3:1][O:2][c:3]1[cH:4][c:5]([NH:11][CH2:12][CH2:13][c:14]2[cH:15][cH:16][c:17]([C:20]([F:21])([F:22])[F:23])[cH:18][cH:19]2)[cH:6][cH:7][c:8]1[O:9][CH3:10].[O:66]=[CH:67][N:68]([CH3:69])[CH3:70].[n:49]1([O:50][C:51]([N:52]([CH3:53])[CH3:54])=[N+:55]([CH3:56])[CH3:57])[c:58]2[cH:59][cH:60][cH:61][cH:62][c:63]2[n:64][n:65]1>>[CH3:1][O:2][c:3]1[cH:4][c:5]([N:11]([CH2:12][CH2:13][c:14]2[cH:15][cH:16][c:17]([C:20]([F:21])([F:22])[F:23])[cH:18][cH:19]2)[C:34]([CH:33]([C:32]([O:31][CH2:24][c:25]2[cH:26][cH:27][cH:28][cH:29][cH:30]2)=[O:43])[c:37]2[cH:38][cH:39][cH:40][cH:41][cH:42]2)=[O:35])[cH:6][cH:7][c:8]1[O:9][CH3:10]. Starting materials: OCCC=1C=C(CC(C(=O)OC)C(=O)OC)C=CC1OC (dimethyl 2-[3-(2-hydroxyethyl)-4-methoxybenzyl]malonate), COC1=CC=C(C=C1)N=C=O (4-methoxyphenylisocyanate). The product is COC1=C(C=C(CC(C(=O)OC)C(=O)OC)C=C1)CCOC(=O)NC1=CC=C(C=C1)OC (Dimethyl 2-[4-methoxy-3-(2-{[(4-methoxyanilino)-carbonyl]oxy}ethyl)benzyl]malonate). RXN SMILES: [OH:1][CH2:2][CH2:3][C:4]1[CH:5]=[C:6]([CH:17]=[CH:18][C:19]=1[O:20][CH3:21])[CH2:7][CH:8]([C:13]([O:15][CH3:16])=[O:14])[C:9]([O:11][CH3:12])=[O:10].[CH3:22][O:23][C:24]1[CH:29]=[CH:28][C:27]([N:30]=[C:31]=[O:32])=[CH:26][CH:25]=1>>[CH3:21][O:20][C:19]1[CH:18]=[CH:17][C:6]([CH2:7][CH:8]([C:9]([O:11][CH3:12])=[O:10])[C:13]([O:15][CH3:16])=[O:14])=[CH:5][C:4]=1[CH2:3][CH2:2][O:1][C:31]([NH:30][C:27]1[CH:28]=[CH:29][C:24]([O:23][CH3:22])=[CH:25][CH:26]=1)=[O:32]. Procedure: Using dimethyl 2-[3-(2-hydroxyethyl)-4-methoxybenzyl]malonate and 4-methoxyphenylisocyanate, the title compound was obtained in the same manner as described in Example 192b). The reactants are C(CCC)=O (butyraldehyde), BrC=1C(=C(C=CC1)N)C (3-bromo-2-methylphenylamine), BrC=1C(=C(NCCC)C=CC1)C (3-Bromo-2-methyl-N-propylaniline). The product is BrC=1C(=C(NCCCC)C=CC1)C (3-Bromo-N-butyl-2-methylaniline). As a reaction SMILES: [CH:1](=O)[CH2:2][CH2:3][CH3:4].[Br:6][C:7]1[C:8]([CH3:14])=[C:9]([NH2:13])[CH:10]=[CH:11][CH:12]=1.BrC1C(C)=C(C=CC=1)NCCC>>[Br:6][C:7]1[C:8]([CH3:14])=[C:9]([CH:10]=[CH:11][CH:12]=1)[NH:13][CH2:1][CH2:2][CH2:3][CH3:4]. Reported procedure: Prepared from butyraldehyde and 3-bromo-2-methylphenylamine using the procedure described Intermediate 56.